Dataset: the Open Reaction Database (ORD), a public repository of structured organic reaction records. Task: describe an organic reaction: reactants, conditions, products, and yield Reactants: Cl (hydrochloric acid), CO (methanol), OC=1C(=C(OCC2=CC=C(C#N)C=C2)C=CC1C(C1=C(C=CC=C1)O)=O)CCC (4-([3-hydroxy-4-(2-hydroxybenzoyl)-2-propylphenoxy]methyl)benzonitrile), C(CCC)[Sn](CCCC)(CCCC)N=[N+]=[N-] (tri n-butylstannylazide), [N-]=[N+]=[N-] (azide). Conditions: time 1 hour. Reported procedure: A mixture of 2.5 g of 4-([3-hydroxy-4-(2-hydroxybenzoyl)-2-propylphenoxy]methyl)benzonitrile and 7.98 g of tri n-butylstannylazide in 50 ml of tetrahydrofuran were heated at reflux for 3 days. An additional 2.66 g of the azide reagent were added and the reaction was heated at reflux for an additional 4 days. The reaction was cooled and 10 ml of a 10:1 methanol/1N hydrochloric acid mixture were added. After stirring for 1 hour, the mixture was poured into an ethyl acetate/water mixture and the la... Reaction SMILES: [OH:1][C:2]1[C:3]([CH2:27][CH2:28][CH3:29])=[C:4]([CH:15]=[CH:16][C:17]=1[C:18](=[O:26])[C:19]1C=[CH:23][CH:22]=[CH:21][C:20]=1O)[O:5][CH2:6][C:7]1C=CC(C#N)=CC=1.C([Sn]([N:43]=[N+:44]=[N-:45])(CCCC)CCCC)CCC.[N-:46]=[N+]=[N-].Cl.[CH3:50][OH:51]>O1CCCC1.C(OCC)(=O)C.O>[OH:51][C:50]1[CH:23]=[CH:22][CH:21]=[CH:20][C:19]=1[C:18]([C:17]1[CH:16]=[CH:15][C:4]([O:5][CH2:6][C:7]2[NH:46][N:43]=[N:44][N:45]=2)=[C:3]([CH2:27][CH2:28][CH3:29])[C:2]=1[OH:1])=[O:26] |f:6.7|. Product: OC1=C(C=CC=C1)C(=O)C1=C(C(=C(C=C1)OCC1=NN=NN1)CCC)O ((2-Hydroxyphenyl)[2-hydroxy-3-propyl-4-(1H-tetrazol-5-ylmethoxy)phenyl]methanone). The solvent is C(C)(=O)OCC.O (ethyl acetate water), O1CCCC1 (tetrahydrofuran). Reactants: BrC1=CC=C2C(=C(C=NC2=C1)[N+](=O)[O-])NNC(=O)OC(C)(C)C (tert-butyl N′-(7-bromo-3-nitroquinolin-4-yl)hydrazinecarboxylate). The reagents and catalysts are [Pt] (platinum on carbon). Run in C(C)#N (acetonitrile), CO (methanol). Conditions: time 4 hour. Yields the product NC=1C=NC2=CC(=CC=C2C1NNC(=O)OC(C)(C)C)Br (tert-butyl N′-(3-amino-7-bromoquinolin-4-yl)hydrazinecarboxylate). Yield: 80.2%. Reaction SMILES: [Br:1][C:2]1[CH:11]=[C:10]2[C:5]([C:6]([NH:15][NH:16][C:17]([O:19][C:20]([CH3:23])([CH3:22])[CH3:21])=[O:18])=[C:7]([N+:12]([O-])=O)[CH:8]=[N:9]2)=[CH:4][CH:3]=1>C(#N)C.CO.[Pt]>[NH2:12][C:7]1[CH:8]=[N:9][C:10]2[C:5]([C:6]=1[NH:15][NH:16][C:17]([O:19][C:20]([CH3:22])([CH3:21])[CH3:23])=[O:18])=[CH:4][CH:3]=[C:2]([Br:1])[CH:11]=2. Procedure details: A suspension of tert-butyl N′-(7-bromo-3-nitroquinolin-4-yl)hydrazinecarboxylate (50.0 g, 131 mmol) in 320 mL of acetonitrile (MeCN) and 80 mL of methanol was treated with platinum on carbon (5.0 g, 1.3 mmol, 5% w/w) and shaken under an atmosphere of hydrogen (3.8×105 Pa). After 4 h, the reaction mixture was filtered through a pad of CELITE filter agent and rinsed with portions of MeCN:MeOH (1:1) until the filtrate ran clear. The filtrate was concentrated under reduced pressure to yield 37.1 g o... The reactants are Ice water, C1(=CC=CC=C1)C(N1CCN(CC1)CCCO)C1=CC=CC=C1 (4-(diphenylmethyl)-1-piperazinepropanol), ClC1=C(N=C2N1N=C(C=C2)Cl)C(C(=O)OCC)(C)C (ethyl 2-(3,6-dichloroimidazo[1,2-b]pyridazin-2-yl)-2-methylpropionate), [H-].[Na+] (sodium hydride). The solvent is CN(C=O)C (N,N-dimethylformamide). Run at time 40 minute. Product: Cl.Cl.ClC1=C(N=C2N1N=C(C=C2)OCCCN2CCN(CC2)C(C2=CC=CC=C2)C2=CC=CC=C2)C(C(=O)OCC)(C)C (ethyl 2-[3-chloro-6-[3-[4-(diphenylmethyl) piperazino]propoxy]imidazo[1,2-b]pyridazin-2-yl]-2-methylpropionate dihydrochloride). Isolated yield 60.9%. RXN SMILES: [C:1]1([CH:7]([C:18]2[CH:23]=[CH:22][CH:21]=[CH:20][CH:19]=2)[N:8]2[CH2:13][CH2:12][N:11]([CH2:14][CH2:15][CH2:16][OH:17])[CH2:10][CH2:9]2)[CH:6]=[CH:5][CH:4]=[CH:3][CH:2]=1.[H-].[Na+].[Cl:26][C:27]1[N:31]2[N:32]=[C:33](Cl)[CH:34]=[CH:35][C:30]2=[N:29][C:28]=1[C:37]([CH3:44])([CH3:43])[C:38]([O:40][CH2:41][CH3:42])=[O:39]>CN(C)C=O>[ClH:26].[ClH:26].[Cl:26][C:27]1[N:31]2[N:32]=[C:33]([O:17][CH2:16][CH2:15][CH2:14][N:11]3[CH2:10][CH2:9][N:8]([CH:7]([C:1]4[CH:2]=[CH:3][CH:4]=[CH:5][CH:6]=4)[C:18]4[CH:23]=[CH:22][CH:21]=[CH:20][CH:19]=4)[CH2:13][CH2:12]3)[CH:34]=[CH:35][C:30]2=[N:29][C:28]=1[C:37]([CH3:43])([CH3:44])[C:38]([O:40][CH2:41][CH3:42])=[O:39] |f:1.2,5.6.7|. Reported procedure: 1.0 g of 4-(diphenylmethyl)-1-piperazinepropanol was dissolved in 10 ml of N,N-dimethylformamide; 142 mg of a 60% dispersion of sodium hydride in mineral oil was added, followed by stirring at room temperature under reduced pressure for 40 minutes. To the reaction mixture, 973 mg of ethyl 2-(3,6-dichloroimidazo[1,2-b]pyridazin-2-yl)-2-methylpropionate was added, followed by stirring at 0° C. for 2 hours. Ice water was added, followed by extraction with ethyl acetate; the extract was washed with ...